From a dataset of the Open Reaction Database (ORD), a public repository of structured organic reaction records. describe an organic reaction: reactants, conditions, products, and yield Reactants: ClCCNC(C)=O (N-(2-chloroethyl)acetamide), P(Cl)(Cl)(Cl)(Cl)Cl (phosphorus pentachloride), Cl.NC=1C=C(C=CC1)C=1OC=CC1C(=O)OCC (ethyl 2-(3-aminophenyl)-3-furoate hydrochloride), ice, amidine, C1(=CC=CC=C1)C (toluene), Cl.NC=1C=C(C=CC1)C=1OC=CC1C(=O)OCC (ethyl 2-(3-aminophenyl)-3-furoate hydrochloride). Solvent: C(C)(=O)OCC (ethyl acetate), C(C)(=O)OCC (ethyl acetate). Reaction conditions: temperature 2.5 celsius, time 10 minute. Product: CC=1N(CCN1)C=1C=C(C=CC1)C=1OC=CC1C(=O)OCC (ethyl 2-[3-(2-methyl-4,5-dihydro-1H-imidazol-1-yl)phenyl]-3-furoate). Yield: 95.8%. RXN SMILES: Cl[CH2:2][CH2:3][NH:4][C:5](=O)[CH3:6].P(Cl)(Cl)(Cl)(Cl)Cl.C1(C)C=CC=CC=1.Cl.[NH2:22][C:23]1[CH:24]=[C:25]([C:29]2[O:30][CH:31]=[CH:32][C:33]=2[C:34]([O:36][CH2:37][CH3:38])=[O:35])[CH:26]=[CH:27][CH:28]=1>C(OCC)(=O)C>[CH3:6][C:5]1[N:22]([C:23]2[CH:24]=[C:25]([C:29]3[O:30][CH:31]=[CH:32][C:33]=3[C:34]([O:36][CH2:37][CH3:38])=[O:35])[CH:26]=[CH:27][CH:28]=2)[CH2:2][CH2:3][N:4]=1 |f:3.4|. Procedure: N-(2-chloroethyl)acetamide (1.21 g) in ethyl acetate (10 mL) was added over 10 min to a stirred suspension of phosphorus pentachloride (2.08 g) in ethyl acetate (2 ml) at 0° C. under nitrogen to give a clear pale straw solution. After 45 min. at 0° C. toluene (12 ml) was added, and ethyl 2-(3-aminophenyl)-3-furoate hydrochloride (1.78 g) was added in one portion into the above solution at 0-5° C. The mixture was stirred at 0-5° C. for 10 min. and then allowed to warm up to 20° C. After 2 h forma... The reactants are ClC=1C(=C(NC2=NC=NC3=CC(=C(C=C23)O[C@H]2C[C@H](N(C2)C(=O)OC(C)(C)C)C(N(C)C)=O)OC)C=CC1)F (4-(3-chloro-2-fluoroanilino)-6-[(2S,4S)-1-(tert-butoxycarbonyl)-2-(N,N-dimethylcarbamoyl)pyrrolidin-4-yloxy]-7-methoxyquinazoline), C=O (formaldehyde). Solvent: C(=O)O (formic acid). Yields the product ClC=1C(=C(NC2=NC=NC3=CC(=C(C=C23)O[C@H]2C[C@H](N(C2)C)C(N(C)C)=O)OC)C=CC1)F (4-(3-Chloro-2-fluoroanilino)-6-[(2S4S)-2-(N,N-dimethylcarbamoyl)-1-methylpyrrolidin-4-yloxy]-7-methoxyquinazoline). The yield is 72.2%. RXN SMILES: [Cl:1][C:2]1[C:3]([F:39])=[C:4]([CH:36]=[CH:37][CH:38]=1)[NH:5][C:6]1[C:15]2[C:10](=[CH:11][C:12]([O:34][CH3:35])=[C:13]([O:16][C@@H:17]3[CH2:21][N:20]([C:22](OC(C)(C)C)=O)[C@H:19]([C:29](=[O:33])[N:30]([CH3:32])[CH3:31])[CH2:18]3)[CH:14]=2)[N:9]=[CH:8][N:7]=1.C=O>C(O)=O>[Cl:1][C:2]1[C:3]([F:39])=[C:4]([CH:36]=[CH:37][CH:38]=1)[NH:5][C:6]1[C:15]2[C:10](=[CH:11][C:12]([O:34][CH3:35])=[C:13]([O:16][C@@H:17]3[CH2:21][N:20]([CH3:22])[C@H:19]([C:29](=[O:33])[N:30]([CH3:31])[CH3:32])[CH2:18]3)[CH:14]=2)[N:9]=[CH:8][N:7]=1. Reported procedure: 4-(3-chloro-2-fluoroanilino)-6-[(2S,4S)-1-(tert-butoxycarbonyl)-2-(N,N-dimethylcarbamoyl)pyrrolidin-4-yloxy]-7-methoxyquinazoline (prepared as described in Example 24; 0.18 g), formic acid (0.31 ml) and formaldehyde (0.51 ml) were heated at 85° C. for 6 hours. The reaction mixture was cooled and evaporated under vacuum. The resulting residue was partitioned between methylene chloride/n-propanol and saturated sodium bicarbonate. The organic layer was dried over magnesium sulfate, adsorbed onto si... Reactants: CCCCCc1ccc(-c2ccc3cc(OC)ccc3n2)cc1, CC(=O)O, CCCCCC, O. Reaction SMILES: [CH2:1]([CH2:2][CH2:3][CH2:4][CH3:5])[c:6]1[cH:7][cH:8][c:9](-[c:12]2[n:13][c:14]3[cH:15][cH:16][c:17]([O:22][CH3:23])[cH:18][c:19]3[cH:20][cH:21]2)[cH:10][cH:11]1.[CH3:24][C:25](=[O:26])[OH:27].[CH3:29][CH2:30][CH2:31][CH2:32][CH2:33][CH3:34].[OH2:28]>>[CH2:1]([CH2:2][CH2:3][CH2:4][CH3:5])[c:6]1[cH:7][cH:8][c:9](-[c:12]2[n:13][c:14]3[cH:15][cH:16][c:17]([OH:22])[cH:18][c:19]3[cH:20][cH:21]2)[cH:10][cH:11]1. Yields the product CCCCCc1ccc(-c2ccc3cc(O)ccc3n2)cc1. Solvent: C(C)O (ethanol). The reactants are [N+](=O)([O-])C1=C(C=CC(=C1)C(C1=CC=CC=C1)=O)CC(=O)OCC (ethyl 2-nitro-4-benzoylphenylacetate). As a reaction SMILES: [N+:1]([C:4]1[CH:9]=[C:8]([C:10](=[O:17])[C:11]2[CH:16]=[CH:15][CH:14]=[CH:13][CH:12]=2)[CH:7]=[CH:6][C:5]=1[CH2:18][C:19]([O:21][CH2:22][CH3:23])=[O:20])([O-])=O>[Ni].C(O)C>[NH2:1][C:4]1[CH:9]=[C:8]([C:10](=[O:17])[C:11]2[CH:16]=[CH:15][CH:14]=[CH:13][CH:12]=2)[CH:7]=[CH:6][C:5]=1[CH2:18][C:19]([O:21][CH2:22][CH3:23])=[O:20]. The reagents and catalysts are [Ni] (Raney nickel). Procedure details: To a solution of 14 g. (44.7 mmoles) of ethyl 2-nitro-4-benzoylphenylacetate in 225 ml. of ethanol was added 15 g. of wet Raney nickel and the mixture heated to reflux for 1.5 hours. The mixture was filtered and the filtrate concentrated to give a residual oil which was induced to crystallize by trituration with diethyl ether, 7.9 g., m.p. 150°-152° C. Product: NC1=C(C=CC(=C1)C(C1=CC=CC=C1)=O)CC(=O)OCC (ethyl 2-amino-4-benzoylphenylacetate). Reactants: N1CCC(C(=O)O)CC1 (isonipecotic acid), S(O)(O)(=O)=O (sulfuric acid). Run in O1CCOCC1 (1,4-dioxane). Reaction conditions: temperature 0 celsius. Yields the product N1CCC(C(=O)OC(C)(C)C)CC1 (t-butyl isonipecotate). Isolated yield 20.2%. Reaction SMILES: [NH:1]1[CH2:9][CH2:8][CH:4]([C:5]([OH:7])=[O:6])[CH2:3][CH2:2]1.S(=O)(=O)(O)O>O1CCOCC1>[NH:1]1[CH2:9][CH2:8][CH:4]([C:5]([O:7][C:4]([CH3:8])([CH3:5])[CH3:3])=[O:6])[CH2:3][CH2:2]1. Reported procedure: To isonipecotic acid (41.5 g; 320 mmol) was added 1,4-dioxane (200 mL). Thus, an inhomogeneous solution was obtained. Thereto was added 41.5 mL of concentrated sulfuric acid over 30 minutes. Into this inhomogeneous solution was bubbled 100 g of isobutene over 5 hours. After completion of the bubbling, the mixture was cooled to 0° C. and 750 mL of 2-N aqueous NaOH solution was added thereto. The resultant mixture was ascertained to be basic. Thereafter, a reaction product was extracted with 500 m... Reactants: CC(C)(C)OC(=O)N1CCc2nc(-c3cccnc3)[nH]c(=O)c2C1, CCOC(C)=O, CC(C)I, [K+], [K+], O=C([O-])[O-], CN(C)C=O. The product is CC(C)Oc1nc(-c2cccnc2)nc2c1CN(C(=O)OC(C)(C)C)CC2. RXN SMILES: [C:1]([CH3:2])([CH3:3])([CH3:4])[O:5][C:6](=[O:7])[N:8]1[CH2:9][c:10]2[c:11]([n:12][c:13](-[c:17]3[cH:18][n:19][cH:20][cH:21][cH:22]3)[nH:14][c:15]2=[O:16])[CH2:23][CH2:24]1.[CH3:40][CH2:41][O:42][C:43]([CH3:44])=[O:45].[I:25][CH:26]([CH3:27])[CH3:28].[K+:29].[K+:30].[O-:31][C:32]([O-:33])=[O:34].[O:35]=[CH:36][N:37]([CH3:38])[CH3:39]>>[C:1]([CH3:2])([CH3:3])([CH3:4])[O:5][C:6](=[O:7])[N:8]1[CH2:9][c:10]2[c:11]([n:12][c:13](-[c:17]3[cH:18][n:19][cH:20][cH:21][cH:22]3)[n:14][c:15]2[O:16][CH:26]([CH3:27])[CH3:28])[CH2:23][CH2:24]1. The reactants are C(C)OC(CCOCC(COCCC(=O)OCC)NC(CCNC(=O)OCC1=CC=CC=C1)=O)=O (3-[2-(3-Benzyloxycarbonylaminopropionylamino)-3-(2-ethoxycarbonylethoxy)-propoxy]-propionic acid ethyl ester), [OH-].[Na+] (NaOH). Run in CO (methanol). Product: C(C1=CC=CC=C1)OC(=O)NCCC(=O)NC(COCCC(=O)O)COCCC(=O)O (3-[2-(3-Benzyloxycarbonylaminopropionylamino)-3-(2-carboxy-ethoxy)propoxy]-propionic acid). Reaction SMILES: C([O:3][C:4](=[O:35])[CH2:5][CH2:6][O:7][CH2:8][CH:9]([NH:19][C:20](=[O:34])[CH2:21][CH2:22][NH:23][C:24]([O:26][CH2:27][C:28]1[CH:33]=[CH:32][CH:31]=[CH:30][CH:29]=1)=[O:25])[CH2:10][O:11][CH2:12][CH2:13][C:14]([O:16]CC)=[O:15])C.[OH-].[Na+]>CO>[CH2:27]([O:26][C:24]([NH:23][CH2:22][CH2:21][C:20]([NH:19][CH:9]([CH2:10][O:11][CH2:12][CH2:13][C:14]([OH:16])=[O:15])[CH2:8][O:7][CH2:6][CH2:5][C:4]([OH:35])=[O:3])=[O:34])=[O:25])[C:28]1[CH:33]=[CH:32][CH:31]=[CH:30][CH:29]=1 |f:1.2|. Procedure: The compound 8 was prepared using General Procedure A with diester 29 (1.32 g, 2.66 mmol) and an aqueous NaOH solution (0.85 g, 21.29 mmol in 10 mL of H2O) in methanol (10 mL). The desired diacid (8) was obtained in 96% (1.12 g) yield as a colorless syrup. 1H NMR (CDCl3): δ 7.32 (m, 5H, ArH), 6.59 (s, 1H, NH), 5.54 (s, 1H, NH), 5.08 (s, 2H, OCH2Ar), 4.18 (m, 1H, CH), 3.69 (m, 4H, CH2O), 3.56 (m, 2H, CH2O), 3.45 (m, 4H, CH2NHCO and CH2O), 2.55 (m, 4H, CH2O), 2.43 (m, 2H, CH2CO); ESI-MS m/z 475[M+... Starting materials: CSC(N)=S, CON=C(C(=O)NC1C(=O)N(S(=O)(=O)[O-])C1OC(=O)Cc1ccccc1)c1csc(NC(=O)CCl)n1, [Na+], [Na], O. Yields the product CON=C(C(=O)NC1C(=O)N(S(=O)(=O)[O-])C1OC(=O)Cc1ccccc1)c1csc(N)n1, [Na+]. RXN SMILES: [CH3:38][S:39][C:40](=[S:41])[NH2:42].[Cl:1][CH2:2][C:3](=[O:4])[NH:5][c:6]1[s:7][cH:8][c:9]([C:11]([C:12](=[O:13])[NH:14][CH:15]2[C:16](=[O:33])[N:17]([S:29](=[O:30])(=[O:31])[O-:32])[CH:18]2[O:19][C:20]([CH2:21][c:22]2[cH:23][cH:24][cH:25][cH:26][cH:27]2)=[O:28])=[N:34][O:35][CH3:36])[n:10]1.[Na+:37].[Na:43].[OH2:44]>>[NH2:5][c:6]1[s:7][cH:8][c:9]([C:11]([C:12](=[O:13])[NH:14][CH:15]2[C:16](=[O:33])[N:17]([S:29](=[O:30])(=[O:31])[O-:32])[CH:18]2[O:19][C:20]([CH2:21][c:22]2[cH:23][cH:24][cH:25][cH:26][cH:27]2)=[O:28])=[N:34][O:35][CH3:36])[n:10]1.[Na+:37].